Dataset: the Open Reaction Database (ORD), a public repository of structured organic reaction records. Task: describe an organic reaction: reactants, conditions, products, and yield The reactants are CC(C)([O-])C.[Na+] (Sodium tert-butoxide), ClC=1N(C=C(N1)[N+](=O)[O-])CC[C@H](COS(=O)(=O)C1=CC=C(C=C1)C)O (toluene-4-sulfonic acid (R)-4-(2-chloro-4-nitroimidazol-1-yl)-2-hydroxybutyl ester), FC(F)(F)SC1=CC=C(CC2CCN(CC2)C2=CC=C(C=C2)O)C=C1 (4-[4-(4-trifluoromethylsulfanylbenzyl)piperidin-1-yl]phenol), P(=O)([O-])([O-])[O-].[K+].[K+].[K+] (tripotassium phosphate). The solvent is O (water), C(C)O (ethanol). Conditions: time 30 minute. Product: ClC=1N(C=C(N1)[N+](=O)[O-])CC[C@H](COC1=CC=C(C=C1)N1CCC(CC1)CC1=CC=C(C=C1)SC(F)(F)F)O ((R)-4-(2-chloro-4-nitroimidazol-1-yl)-1-{4-[4-(4-trifluoromethylsulfanylbenzyl)piperidin-1-yl]phenoxy}butan-2-ol). The yield is 61.5%. RXN SMILES: CC(C)([O-])C.[Na+].[Cl:7][C:8]1[N:9]([CH2:16][CH2:17][C@@H:18]([OH:31])[CH2:19][O:20]S(C2C=CC(C)=CC=2)(=O)=O)[CH:10]=[C:11]([N+:13]([O-:15])=[O:14])[N:12]=1.[F:32][C:33]([S:36][C:37]1[CH:56]=[CH:55][C:40]([CH2:41][CH:42]2[CH2:47][CH2:46][N:45]([C:48]3[CH:53]=[CH:52][C:51](O)=[CH:50][CH:49]=3)[CH2:44][CH2:43]2)=[CH:39][CH:38]=1)([F:35])[F:34].P([O-])([O-])([O-])=O.[K+].[K+].[K+]>O.C(O)C>[Cl:7][C:8]1[N:9]([CH2:16][CH2:17][C@@H:18]([OH:31])[CH2:19][O:20][C:51]2[CH:50]=[CH:49][C:48]([N:45]3[CH2:46][CH2:47][CH:42]([CH2:41][C:40]4[CH:39]=[CH:38][C:37]([S:36][C:33]([F:32])([F:34])[F:35])=[CH:56][CH:55]=4)[CH2:43][CH2:44]3)=[CH:53][CH:52]=2)[CH:10]=[C:11]([N+:13]([O-:15])=[O:14])[N:12]=1 |f:0.1,4.5.6.7|. Reported procedure: Sodium tert-butoxide (0.412 g) was added to an ethanol solution (20 ml) of toluene-4-sulfonic acid (R)-4-(2-chloro-4-nitroimidazol-1-yl)-2-hydroxybutyl ester (1.671 g) under an argon atmosphere in an ice water bath, and the mixture was stirred at room temperature for 30 minutes. Subsequently, 4-[4-(4-trifluoromethylsulfanylbenzyl)piperidin-1-yl]phenol (1.50 g) and tripotassium phosphate (0.867 g) were added thereto, and then the mixture was heated at reflux for 4 hours. Thereafter the reaction m... The reactants are C(C)(=O)OC=1C=C(C(=O)Cl)C=CC1 (m-acetoxybenzoyl chloride), [K].CS(=O)(=N)C (dimethyl sulphoximine potassium salt). Solvent: O1CCCC1 (tetrahydrofuran). Conditions: temperature -35 celsius, time 30 minute. The product is C(C)(=O)OC=1C=C(C(=O)N=S(=O)(C)C)C=CC1 (N-(m-Acetoxybenzoyl)-S,S-dimethyl-sulphoximine). Reaction SMILES: [C:1]([O:4][C:5]1[CH:6]=[C:7]([CH:11]=[CH:12][CH:13]=1)[C:8](Cl)=[O:9])(=[O:3])[CH3:2].[K].[CH3:15][S:16]([CH3:19])(=[NH:18])=[O:17]>O1CCCC1>[C:1]([O:4][C:5]1[CH:6]=[C:7]([CH:11]=[CH:12][CH:13]=1)[C:8]([N:18]=[S:16]([CH3:19])([CH3:15])=[O:17])=[O:9])(=[O:3])[CH3:2] |f:1.2,^1:13|. Reported procedure: A solution of 99.3 g of m-acetoxybenzoyl chloride in 150 ml of absolute tetrahydrofuran is added dropwise at -35° C. during 20 minutes while stirring to the dimethyl sulphoximine potassium salt suspension and the mixture is then stirred at -35° C. for 30 minutes. N-(m-Acetoxybenzoyl)-S,S-dimethyl-sulphoximine is thus formed in suspension. Starting materials: C1(CCCC1)OC=1C=C(C=CC1OC)C1(CCC(CC1)=O)C#C (4-(3-cyclopentyloxy-4-methoxyphenyl)-4-ethynylcyclohexan-1-one), BrC=1C=C(SC1)CC(=O)O (4-bromo-2-carboxymethylthiophene), [Cl-].[NH4+] (Ammonium chloride). Reagents/catalysts: C=1C=CC(=CC1)[P](C=2C=CC=CC2)(C=3C=CC=CC3)[Pd]([P](C=4C=CC=CC4)(C=5C=CC=CC5)C=6C=CC=CC6)([P](C=7C=CC=CC7)(C=8C=CC=CC8)C=9C=CC=CC9)[P](C=1C=CC=CC1)(C=1C=CC=CC1)C=1C=CC=CC1 (tetrakis(triphenylphosphine)palladium(0)), [Cu]I (copper(I) iodide). Run in C(C)N(CC)CC (triethylamine). The product is C1(CCCC1)OC=1C=C(C=CC1OC)C1C(CCCC1)=O (3-cyclopentyloxy-4-methoxyphenylcyclohexan-1-one). Yield: 65.0%. As a reaction SMILES: [CH:1]1([O:6][C:7]2[CH:8]=[C:9]([C:15]3(C#C)[CH2:20][CH2:19][C:18](=O)[CH2:17][CH2:16]3)[CH:10]=[CH:11][C:12]=2[O:13][CH3:14])[CH2:5][CH2:4][CH2:3][CH2:2]1.BrC1C=C(CC(O)=[O:32])SC=1.[Cl-].[NH4+]>C(N(CC)CC)C.C1C=CC([P]([Pd]([P](C2C=CC=CC=2)(C2C=CC=CC=2)C2C=CC=CC=2)([P](C2C=CC=CC=2)(C2C=CC=CC=2)C2C=CC=CC=2)[P](C2C=CC=CC=2)(C2C=CC=CC=2)C2C=CC=CC=2)(C2C=CC=CC=2)C2C=CC=CC=2)=CC=1.[Cu]I>[CH:1]1([O:6][C:7]2[CH:8]=[C:9]([CH:15]3[CH2:20][CH2:19][CH2:18][CH2:17][C:16]3=[O:32])[CH:10]=[CH:11][C:12]=2[O:13][CH3:14])[CH2:5][CH2:4][CH2:3][CH2:2]1 |f:2.3,^1:46,48,67,86|. Procedure details: To a solution of 4-(3-cyclopentyloxy-4-methoxyphenyl)-4-ethynylcyclohexan-1-one (0.25 g, 0.8 mmol) and 4-bromo-2-carboxymethylthiophene (0.27 g, 1.2 mmol) in triethylamine (3.5 mL) under an argon atmosphere were added tetrakis(triphenylphosphine)palladium(0) (0.038 g, 4%) and copper(I) iodide (0.010 g, 6%), and the mixture was heated at 80°-85° C. for 0.5 h. Ammonium chloride was added and the mixture was extracted three times with dichloromethane, was dried (magnesium sulfate) and was evaporate...